From a dataset of the Open Reaction Database (ORD), a public repository of structured organic reaction records. describe an organic reaction: reactants, conditions, products, and yield Reactants: COc1ccc(Cn2nc(C)c3c(O)ccnc32)cc1, CC(Cl)Cl, O=P(Cl)(Cl)Cl. Product: COc1ccc(Cn2nc(C)c3c(Cl)ccnc32)cc1. Reaction SMILES: [CH3:6][O:7][c:8]1[cH:9][cH:10][c:11]([CH2:12][n:13]2[n:14][c:15]([CH3:23])[c:16]3[c:17]2[n:18][cH:19][cH:20][c:21]3[OH:22])[cH:24][cH:25]1.[Cl:26][CH:27]([Cl:28])[CH3:29].[P:1]([Cl:2])([Cl:3])([Cl:4])=[O:5]>>[Cl:3][c:21]1[c:16]2[c:15]([CH3:23])[n:14][n:13]([CH2:12][c:11]3[cH:10][cH:9][c:8]([O:7][CH3:6])[cH:25][cH:24]3)[c:17]2[n:18][cH:19][cH:20]1. Starting materials: C1(=CC=CC=C1)S(=O)(=O)CCCCOC=1C=C2C=CC(NC2=CC1)=O (6-(4-phenylsulfonyl-butoxy)-carbostyril), [H][H] (hydrogen). The reagents and catalysts are [Pd] (palladium-on-charcoal). The solvent is CO (methanol). The product is C1(=CC=CC=C1)S(=O)(=O)CCCCOC=1C=C2CCC(NC2=CC1)=O (6-(4-Phenylsulfonyl-butoxy)-3,4-dihydro-carbostyril). As a reaction SMILES: [C:1]1([S:7]([CH2:10][CH2:11][CH2:12][CH2:13][O:14][C:15]2[CH:16]=[C:17]3[C:22](=[CH:23][CH:24]=2)[NH:21][C:20](=[O:25])[CH:19]=[CH:18]3)(=[O:9])=[O:8])[CH:6]=[CH:5][CH:4]=[CH:3][CH:2]=1.[H][H]>CO.[Pd]>[C:1]1([S:7]([CH2:10][CH2:11][CH2:12][CH2:13][O:14][C:15]2[CH:16]=[C:17]3[C:22](=[CH:23][CH:24]=2)[NH:21][C:20](=[O:25])[CH2:19][CH2:18]3)(=[O:9])=[O:8])[CH:6]=[CH:5][CH:4]=[CH:3][CH:2]=1. Reported procedure: 107 mgm of 6-(4-phenylsulfonyl-butoxy)-carbostyril were suspended in 15 ml of methanol, the suspension was admixed with 40 mgm of palladium-on-charcoal, and the mixture was hydrogenated at 50° C. and a hydrogen pressure of 2.5 bar for 14 hours. After filtering off the catalyst and evaporating the clear solution, a colorless crystalline residue was obtained. Starting materials: C1(CCC1)N1CCC2=C(CC1)C=CC(=C2)OC=2C=NC(=CC2)OC (3-Cyclobutyl-7-{[6-(methyloxy)-3-pyridinyl]oxy}-2,3,4,5-tetrahydro-1H-3-benzazepine). Run in C(C)O (ethanol), Cl (hydrogen chloride). The product is C1(CCC1)N1CCC2=C(CC1)C=CC(=C2)OC=2C=CC(NC2)=O (5-[(3-Cyclobutyl-2,3,4,5-tetrahydro-1H-3-benzazepin-7-yl)oxy]-2(1H)-pyridinone). RXN SMILES: [CH:1]1([N:5]2[CH2:11][CH2:10][C:9]3[CH:12]=[CH:13][C:14]([O:16][C:17]4[CH:18]=[N:19][C:20]([O:23]C)=[CH:21][CH:22]=4)=[CH:15][C:8]=3[CH2:7][CH2:6]2)[CH2:4][CH2:3][CH2:2]1>C(O)C.Cl>[CH:1]1([N:5]2[CH2:11][CH2:10][C:9]3[CH:12]=[CH:13][C:14]([O:16][C:17]4[CH:22]=[CH:21][C:20](=[O:23])[NH:19][CH:18]=4)=[CH:15][C:8]=3[CH2:7][CH2:6]2)[CH2:4][CH2:3][CH2:2]1. Procedure details: 3-Cyclobutyl-7-{[6-(methyloxy)-3-pyridinyl]oxy}-2,3,4,5-tetrahydro-1H-3-benzazepine (E213a) (69 mg, 0.21 mmol) was dissolved in a solution of ethanol saturated with hydrogen chloride (5 ml). The reaction mixture was stirred at reflux for 18 hours, cooled and concentrated in vacuo. Purification of the resulting residue by column chromatography eluting with a mixture of 0.880 ammonia:methanol:dichloromethane (1:9:90) afforded the title compound (E213). MS (ES+) m/e 311 [M+H]+.